Task: describe an organic reaction: reactants, conditions, products, and yield. Dataset: the Open Reaction Database (ORD), a public repository of structured organic reaction records The reactants are FC1=CC=C(C=C1)C(OCCCl)C1=CC=C(C=C1)F (1-[bis(4-fluorophenyl)methoxy]-2-chloroethane), [I-].[Na+] (sodium iodide), filtrate, C([O-])([O-])=O.[K+].[K+] (potassium carbonate), C1(CC1)N(S(=O)(=O)C1=CC(=CC=C1)C(F)(F)F)C1CCNCC1 (N-cyclopropyl-N-(piperidin-4-yl)-3-trifluoromethylbenzenesulfonamide). The solvent is CCOC(=O)C (EtOAc), O (water), CCC(=O)C (MEK). Reaction conditions: temperature 80 celsius. Product: C1(CC1)N(S(=O)(=O)C1=CC(=CC=C1)C(F)(F)F)C1CCN(CC1)CCOC(C1=CC=C(C=C1)F)C1=CC=C(C=C1)F (N-Cyclopropyl-N-{1-[2-bis(4-fluorophenyl)methoxyethyl]-piperidin-4-yl}-3-trifluoromethylbenzenesulfonamide). RXN SMILES: [F:1][C:2]1[CH:7]=[CH:6][C:5]([CH:8]([C:13]2[CH:18]=[CH:17][C:16]([F:19])=[CH:15][CH:14]=2)[O:9][CH2:10][CH2:11]Cl)=[CH:4][CH:3]=1.[I-].[Na+].C(=O)([O-])[O-].[K+].[K+].[CH:28]1([N:31]([CH:45]2[CH2:50][CH2:49][NH:48][CH2:47][CH2:46]2)[S:32]([C:35]2[CH:40]=[CH:39][CH:38]=[C:37]([C:41]([F:44])([F:43])[F:42])[CH:36]=2)(=[O:34])=[O:33])[CH2:30][CH2:29]1>CCOC(C)=O.O.CCC(C)=O>[CH:28]1([N:31]([CH:45]2[CH2:50][CH2:49][N:48]([CH2:11][CH2:10][O:9][CH:8]([C:13]3[CH:18]=[CH:17][C:16]([F:19])=[CH:15][CH:14]=3)[C:5]3[CH:6]=[CH:7][C:2]([F:1])=[CH:3][CH:4]=3)[CH2:47][CH2:46]2)[S:32]([C:35]2[CH:40]=[CH:39][CH:38]=[C:37]([C:41]([F:44])([F:42])[F:43])[CH:36]=2)(=[O:33])=[O:34])[CH2:30][CH2:29]1 |f:1.2,3.4.5|. Procedure details: A mixture of 1-[bis(4-fluorophenyl)methoxy]-2-chloroethane (3.0 g, 10.7 mmol), sodium iodide (4.3 g, 28.9 mmol), and MEK (20 mL) was heated at 80° C. for 24 hours. After allowing the reaction to return to ambient temperature it was filtered. To an aliquat of the filtrate (0.78 mmol) was added potassium carbonate (294 mg, 2.13 mmol) and N-cyclopropyl-N-(piperidin-4-yl)-3-trifluoromethylbenzenesulfonamide (0.71 mmol). The mixture was heated at 80° C. for 16 hours. After TLC indicated the reaction ... The reactants are C1(CC1)NC(C1=CC(=C(C=C1)C)C1=CC=C2C(=NN(C2=C1)COCC[Si](C)(C)C)S(=O)(=O)C1=CC=C(C=C1)F)=O (N-cyclopropyl-3-[3-[(4-fluorophenyl)sulfonyl]-1-({[2-(trimethylsilyl)ethyl]oxy}methyl)-1H-indazol-6-yl]-4-methylbenzamide), C1(CC1)NC(C1=CC(=C(C=C1)C)C1=CC=C2C(=NN(C2=C1)COCC[Si](C)(C)C)S(=O)(=O)C1=CC=C(C=C1)F)=O (N-cyclopropyl-3-[3-[(4-fluorophenyl)sulfonyl]-1-({[2-(trimethylsilyl)ethyl]oxy}methyl)-1H-indazol-6-yl]-4-methylbenzamide), Cl (hydrochloric acid). The solvent is CO (methanol). Conditions: time 18 hour. The product is C1(CC1)NC(C1=CC(=C(C=C1)C)C1=CC=C2C(=NNC2=C1)S(=O)(=O)C1=CC=C(C=C1)F)=O (N-Cyclopropyl-3-{3-[(4-fluorophenyl)sulfonyl]-1H-indazol-6-yl}-4-methylbenzamide). The yield is 25.8%. As a reaction SMILES: [CH:1]1([NH:4][C:5](=[O:40])[C:6]2[CH:11]=[CH:10][C:9]([CH3:12])=[C:8]([C:13]3[CH:21]=[C:20]4[C:16]([C:17]([S:30]([C:33]5[CH:38]=[CH:37][C:36]([F:39])=[CH:35][CH:34]=5)(=[O:32])=[O:31])=[N:18][N:19]4COCC[Si](C)(C)C)=[CH:15][CH:14]=3)[CH:7]=2)[CH2:3][CH2:2]1.Cl>CO>[CH:1]1([NH:4][C:5](=[O:40])[C:6]2[CH:11]=[CH:10][C:9]([CH3:12])=[C:8]([C:13]3[CH:21]=[C:20]4[C:16]([C:17]([S:30]([C:33]5[CH:34]=[CH:35][C:36]([F:39])=[CH:37][CH:38]=5)(=[O:32])=[O:31])=[N:18][NH:19]4)=[CH:15][CH:14]=3)[CH:7]=2)[CH2:2][CH2:3]1. Procedure details: To a solution of N-cyclopropyl-3-[3-[(4-fluorophenyl)sulfonyl]-1-({[2-(trimethylsilyl)ethyl]oxy}methyl)-1H-indazol-6-yl]-4-methylbenzamide (Intermediate 71) (0.05 g) in methanol (1.5 ml) was added conc hydrochloric acid (0.75 ml). The solution was heated at reflux for 15 h then left at room temp. for 18 h. The solution was concentrated under vacuum then purified on a Varian Bond-Elut SPE cartridge (silica, 5 g) eluting with cyclohexane:ethyl acetate (1:1) to give the title compound (0.01 g). The reactants are [H][H] (hydrogen), [H][H] (hydrogen), C(C1=CC=CC=C1)N1CC(CC1)OCCN1CCOCC1 (1-benzyl-3-(2-morpholinoethoxy)pyrrolidine). Solvent: C(C)O (ethanol). Product: O1CCN(CC1)CCOC1CNCC1 (3-(2-Morpholinoethoxy)pyrrolidine). RXN SMILES: C([N:8]1[CH2:12][CH2:11][CH:10]([O:13][CH2:14][CH2:15][N:16]2[CH2:21][CH2:20][O:19][CH2:18][CH2:17]2)[CH2:9]1)C1C=CC=CC=1.[H][H]>C(O)C>[O:19]1[CH2:18][CH2:17][N:16]([CH2:15][CH2:14][O:13][CH:10]2[CH2:11][CH2:12][NH:8][CH2:9]2)[CH2:21][CH2:20]1. Procedure details: A solution of 30.8 g. (0.106 mole) of 1-benzyl-3-(2-morpholinoethoxy)pyrrolidine in 200 ml. of ethanol containing 10% palladium on charcoal was shaken at 60° C. in about three atmospheres of hydrogen until the theoretical amount of hydrogen was used. Concentration of the cooled filtered solution at reduced pressure gave a quantitative yield of oily product. The structure was confirmed by its nuclear magnetic resonance spectrum. Starting materials: C(C)(C)(C)C1=CC(=C(C=C1)S(=O)(=O)NC1=C(SC=C1)C(=O)OC)OC (Methyl 3-(4-tert-butyl-2-methoxyphenylsulfonamido)thiophene-2-carboxylate), [OH-].[Na+] (sodium hydroxide). The solvent is O1CCCC1 (tetrahydrofuran), CO (methanol). Conditions: temperature 77.5 celsius. Yields the product C(C)(C)(C)C1=CC(=C(C=C1)S(=O)(=O)NC1=C(SC=C1)C(=O)O)OC (3-(4-tert-Butyl-2-methoxyphenylsulfonamido)thiophene-2-carboxylic acid). Isolated yield 78.3%. RXN SMILES: [C:1]([C:5]1[CH:10]=[CH:9][C:8]([S:11]([NH:14][C:15]2[CH:19]=[CH:18][S:17][C:16]=2[C:20]([O:22]C)=[O:21])(=[O:13])=[O:12])=[C:7]([O:24][CH3:25])[CH:6]=1)([CH3:4])([CH3:3])[CH3:2].[OH-].[Na+]>O1CCCC1.CO>[C:1]([C:5]1[CH:10]=[CH:9][C:8]([S:11]([NH:14][C:15]2[CH:19]=[CH:18][S:17][C:16]=2[C:20]([OH:22])=[O:21])(=[O:13])=[O:12])=[C:7]([O:24][CH3:25])[CH:6]=1)([CH3:4])([CH3:2])[CH3:3] |f:1.2|. Procedure: To a solution of 32 (0.25 g; 0.65 mmol) in tetrahydrofuran (15 mL) and methanol (5 mL) was added aqueous sodium hydroxide (10 mL; 2M). The reaction mixture was heated at 75-80° C. for 6 hours, allowed to cool to room temperature and then concentrated under reduced pressure. The resulting residue was dissolved in chloroform (15 mL) and washed with aqueous hydrochloric acid (2×10 mL, 2N). The organic phase was dried over magnesium sulfate, filtered, and concentrated under reduced pressure to yield... Starting materials: CCO[Si](CI)(OCC)c1ccccc1, CCCC[N+](CCCC)(CCCC)CCCC, Cc1ccccc1, [K], O, O=S(=O)([O-])O, c1nc[nH]n1. The product is CCO[Si](Cn1cncn1)(OCC)c1ccccc1. RXN SMILES: [CH2:1]([CH3:2])[O:3][Si:4]([c:5]1[cH:6][cH:7][cH:8][cH:9][cH:10]1)([CH2:11][I:12])[O:13][CH2:14][CH3:15].[CH2:27]([N+:28]([CH2:29][CH2:30][CH2:31][CH3:32])([CH2:33][CH2:34][CH2:35][CH3:36])[CH2:37][CH2:38][CH2:39][CH3:40])[CH2:41][CH2:42][CH3:43].[CH3:44][c:45]1[cH:46][cH:47][cH:48][cH:49][cH:50]1.[K:16].[OH2:51].[S:22]([O-:23])([OH:24])(=[O:25])=[O:26].[nH:17]1[n:18][cH:19][n:20][cH:21]1>>[CH2:1]([CH3:2])[O:3][Si:4]([c:5]1[cH:6][cH:7][cH:8][cH:9][cH:10]1)([CH2:11][n:17]1[n:18][cH:19][n:20][cH:21]1)[O:13][CH2:14][CH3:15]. Product: COC1=NC=C(C2=C1NC=C2C2=C(C=CC=C2)C)C#N (7-methoxy-3-(2-methylphenyl)-1H-pyrrolo[2,3-c]pyridine-4-carbonitrile). Reported procedure: To a solution of 7-methoxy-3-(2-methylphenyl)-1-((2-(trimethylsilyl)ethoxy)methyl)-1H-pyrrolo[2,3-c]pyridine-4-carbonitrile (1.20 g) in trifluoroacetic acid (15.25 mL) was added triethylsilane (1.46 mL) at room temperature, and the mixture was stirred at room temperature for 3 hr. The reaction mixture was concentrated under reduced pressure, and the obtained residue was purified by silica gel column chromatography (basic silica gel, ethyl acetate/hexane), and crystallized from ethyl acetate and ... Reaction conditions: time 3 hour. Starting materials: COC1=NC=C(C2=C1N(C=C2C2=C(C=CC=C2)C)COCC[Si](C)(C)C)C#N (7-methoxy-3-(2-methylphenyl)-1-((2-(trimethylsilyl)ethoxy)methyl)-1H-pyrrolo[2,3-c]pyridine-4-carbonitrile), C(C)[SiH](CC)CC (triethylsilane). Reaction SMILES: [CH3:1][O:2][C:3]1[C:8]2[N:9](COCC[Si](C)(C)C)[CH:10]=[C:11]([C:12]3[CH:17]=[CH:16][CH:15]=[CH:14][C:13]=3[CH3:18])[C:7]=2[C:6]([C:27]#[N:28])=[CH:5][N:4]=1.C([SiH](CC)CC)C>FC(F)(F)C(O)=O>[CH3:1][O:2][C:3]1[C:8]2[NH:9][CH:10]=[C:11]([C:12]3[CH:17]=[CH:16][CH:15]=[CH:14][C:13]=3[CH3:18])[C:7]=2[C:6]([C:27]#[N:28])=[CH:5][N:4]=1. Run in FC(C(=O)O)(F)F (trifluoroacetic acid). The yield is 149.5%. Starting materials: ( 8 ), BrCC1OCC2=C(O1)C=C(C=C2F)S(=O)(=O)C (2-(bromomethyl)-5-fluoro-7-(methylsulfonyl)-4H-1,3-benzodioxine), ( 14 ), CC(C)N (propan-2-amine), CCO (EtOH), ( 9 ). Run in C(C)(C)CC(C)(C)C (isooctane). Product: FC1=CC(=CC=2OC(OCC21)CNC(C)C)S(=O)(=O)C (N-{[5-FLUORO-7-(METHYLSULFONYL)-4H-1,3-BENZODIOXIN-2-YL]METHYL}PROPAN-2-AMINE). As a reaction SMILES: Br[CH2:2][CH:3]1[O:8][C:7]2[CH:9]=[C:10]([S:14]([CH3:17])(=[O:16])=[O:15])[CH:11]=[C:12]([F:13])[C:6]=2[CH2:5][O:4]1.[CH3:18][CH:19]([NH2:21])[CH3:20].CCO>C(CC(C)(C)C)(C)C>[F:13][C:12]1[C:6]2[CH2:5][O:4][CH:3]([CH2:2][NH:21][CH:19]([CH3:20])[CH3:18])[O:8][C:7]=2[CH:9]=[C:10]([S:14]([CH3:17])(=[O:16])=[O:15])[CH:11]=1. Procedure: Preparation according to Example 34 using 2-(bromomethyl)-5-fluoro-7-(methylsulfonyl)-4H-1,3-benzodioxine (8.5 mg, 0.026 mmol), propan-2-amine (0.5 ml) and EtOH (3 ml). MS m/z (rel. intensity, 70 eV) 303 (M+, 0.3), 95 (10), 86 (14), 75 (8), 72 (bp), 58 (9). Reactants: CN1CCNCC1, Fc1ccccc1C(Cl)=NNc1ccc(Cl)cc1Cl, C1CCOC1. Yields the product CN1CCN(C(=NNc2ccc(Cl)cc2Cl)c2ccccc2F)CC1. Reaction SMILES: [CH3:20][N:21]1[CH2:22][CH2:23][NH:24][CH2:25][CH2:26]1.[Cl:1][c:2]1[c:3]([NH:9][N:10]=[C:11]([c:12]2[c:13]([F:18])[cH:14][cH:15][cH:16][cH:17]2)[Cl:19])[cH:4][cH:5][c:6]([Cl:8])[cH:7]1.[O:27]1[CH2:28][CH2:29][CH2:30][CH2:31]1>>[Cl:1][c:2]1[c:3]([NH:9][N:10]=[C:11]([c:12]2[c:13]([F:18])[cH:14][cH:15][cH:16][cH:17]2)[N:24]2[CH2:23][CH2:22][N:21]([CH3:20])[CH2:26][CH2:25]2)[cH:4][cH:5][c:6]([Cl:8])[cH:7]1. Reactants: CC(=O)O, O=C(Nc1ccc(Oc2ccccc2)cc1)N1CCN(c2ncnc3cc(Cl)c([N+](=O)[O-])cc23)CC1, [Zn]. Yields the product Nc1cc2c(N3CCN(C(=O)Nc4ccc(Oc5ccccc5)cc4)CC3)ncnc2cc1Cl. RXN SMILES: [CH3:37][C:38](=[O:39])[OH:40].[Cl:1][c:2]1[c:3]([N+:34]([O-:35])=[O:36])[cH:4][c:5]2[c:6]([N:12]3[CH2:13][CH2:14][N:15]([C:18](=[O:19])[NH:20][c:21]4[cH:22][cH:23][c:24]([O:27][c:28]5[cH:29][cH:30][cH:31][cH:32][cH:33]5)[cH:25][cH:26]4)[CH2:16][CH2:17]3)[n:7][cH:8][n:9][c:10]2[cH:11]1.[Zn:41]>>[Cl:1][c:2]1[c:3]([NH2:34])[cH:4][c:5]2[c:6]([N:12]3[CH2:13][CH2:14][N:15]([C:18](=[O:19])[NH:20][c:21]4[cH:22][cH:23][c:24]([O:27][c:28]5[cH:29][cH:30][cH:31][cH:32][cH:33]5)[cH:25][cH:26]4)[CH2:16][CH2:17]3)[n:7][cH:8][n:9][c:10]2[cH:11]1.